From a dataset of the Open Reaction Database (ORD), a public repository of structured organic reaction records. describe an organic reaction: reactants, conditions, products, and yield Reactants: N1(CCNCC1)C1=C2CCC(NC2=CC=C1)=O (5-(1-piperazinyl)-3,4-dihydrocarbostyril), C([O-])([O-])=O.[K+].[K+] (potassium carbonate), CS(=O)C (dimethyl sulfoxide), NC1=CC=C(CCl)C=C1 (4-aminobenzyl chloride). Run in O (water). Reaction conditions: temperature 80 celsius, time 2.5 hour. Product: O.Cl.Cl.NC1=CC=C(CN2CCN(CC2)C2=C3CCC(NC3=CC=C2)=O)C=C1 (5-[4-(4-aminobenzyl)-1-piperazinyl]-3,4-dihydrocarbostyril dihydrochloride monohydrate). Yield: 40.8%. As a reaction SMILES: [N:1]1([C:7]2[CH:16]=[CH:15][CH:14]=[C:13]3[C:8]=2[CH2:9][CH2:10][C:11](=[O:17])[NH:12]3)[CH2:6][CH2:5][NH:4][CH2:3][CH2:2]1.C(=O)([O-])[O-].[K+].[K+].CS(C)=O.[NH2:28][C:29]1[CH:36]=[CH:35][C:32]([CH2:33][Cl:34])=[CH:31][CH:30]=1>O>[OH2:17].[ClH:34].[ClH:34].[NH2:28][C:29]1[CH:36]=[CH:35][C:32]([CH2:33][N:4]2[CH2:5][CH2:6][N:1]([C:7]3[CH:16]=[CH:15][CH:14]=[C:13]4[C:8]=3[CH2:9][CH2:10][C:11](=[O:17])[NH:12]4)[CH2:2][CH2:3]2)=[CH:31][CH:30]=1 |f:1.2.3,7.8.9.10|. Procedure: To a mixture of 1.2 g of 5-(1-piperazinyl)-3,4-dihydrocarbostyril, 1.17 g of potassium carbonate and 20 ml of dimethyl sulfoxide was added 650 mg of 4-aminobenzyl chloride and the mixture was stirred at 80° C. for 2.5 hours. The reaction mixture was poured into a large amount of water and extracted with chloroform. After washing with water, the extract was dried over anhydrous sodium sulfate. Chloroform was distilled off and the residue was purified through silica gel column chromatography. Afte... Reactants: C1(C=CCCC1)N1C2=NC(=NC(=C2N=C1)N)OCC (9-(2-cyclohexenyl)-2-ethoxy-9H-adenine), C1(C=CCCC1)N1C2=NC(=NC(=C2N=C1)N)OCCCCCC (9-(2-cyclohexenyl)-2-n-hexyloxy-9H-adenine). Product: C(CCCCC)OC1=NC(=C2N=CN(C2=N1)C1CCCCC1)N (2-n-Hexyloxy-9-cyclohexyl-9H-adenine). Isolated yield 90.0%. RXN SMILES: C1(N2C=NC3C2=NC(OCC)=NC=3N)CCCC=C1.[CH:20]1([N:26]2[CH:34]=[N:33][C:32]3[C:27]2=[N:28][C:29]([O:36][CH2:37][CH2:38][CH2:39][CH2:40][CH2:41][CH3:42])=[N:30][C:31]=3[NH2:35])[CH2:25][CH2:24][CH2:23][CH:22]=[CH:21]1>>[CH2:37]([O:36][C:29]1[N:28]=[C:27]2[C:32]([N:33]=[CH:34][N:26]2[CH:20]2[CH2:25][CH2:24][CH2:23][CH2:22][CH2:21]2)=[C:31]([NH2:35])[N:30]=1)[CH2:38][CH2:39][CH2:40][CH2:41][CH3:42]. Procedure details: The procedure of Example 8 was repeated except that the 9-(2-cyclohexenyl)-2-ethoxy-9H-adenine used therein was replaced by an equivalent weight of 9-(2-cyclohexenyl)-2-n-hexyloxy-9H-adenine. There was produced the title product in 90% yield; m.p. 57°-60° C. IR(neat): 3500, 1635, 1595, 1500, 1465, 1420, 1400 cm-1. UV: λmaxEtOH 253 nm(ε 7200), 270 nm(ε 10900). NMR(CDCl3): 1.5(21H, m), 4.25(2H, t, J=6.5 Hz), 4.40(1H, m), 6.07(2H, s), 7.54(1H, s). Reactants: ClC1=C(C=CC(=N1)C(=O)OC)C=O (Methyl 6-chloro-5-formyl-2-pyridincarboxylate), N1C=NC=C1 (imidazole), C1(C=CCCC1)=O (2-cyclohexen-1-one). Solvent: CO (MeOH), O (water), CO (MeOH). Yields the product ClC1=C(C=CC(=N1)C(=O)OC)C(C1=CCCC(C1)=O)O (Methyl 6-chloro-5-[hydroxy(5-oxo-1-cyclohexenyl)methyl]-2-pyridine carboxylate). Isolated yield 87.0%. RXN SMILES: [Cl:1][C:2]1[N:7]=[C:6]([C:8]([O:10][CH3:11])=[O:9])[CH:5]=[CH:4][C:3]=1[CH:12]=[O:13].N1C=CN=C1.[C:19]1(=[O:25])[CH2:24][CH2:23][CH2:22][CH:21]=[CH:20]1>CO.O>[Cl:1][C:2]1[N:7]=[C:6]([C:8]([O:10][CH3:11])=[O:9])[CH:5]=[CH:4][C:3]=1[CH:12]([OH:13])[C:21]1[CH2:20][C:19](=[O:25])[CH2:24][CH2:23][CH:22]=1. Procedure details: The clear solution of Methyl 6-chloro-5-formyl-2-pyridincarboxylate (10 mmol, 1.99 g) and imidazole (10 mmol, 0.68 g) in 50 ml. of MeOH was slowly charged with 50 ml. of deionized water. To a stirred homogeneous reaction mixture was added 2-cyclohexen-1-one (10.2 mmol., 1.0 g) at room temperature and reaction progress was monitored by TLC. Upon completion of the reaction, excess MeOH was removed under reduced pressure, washed with water and extracted with CHCl3 thrice. Combined organic layers we...